Task: describe an organic reaction: reactants, conditions, products, and yield. Dataset: the Open Reaction Database (ORD), a public repository of structured organic reaction records Starting materials: C(C)(=O)OCC (ethyl acetate), C1(=CC=CC=C1)C1CC(C(O1)CCO)=C=C (2-(5-phenyl-3-vinylidene-tetrahydrofuran-2-yl)ethanol), O (H2O), CuCl2. Reagents/catalysts: Cl[Pd]Cl (PdCl2). Solvent: CO (methanol). Run at time 4 hour. Product: C1(=CC=CC=C1)C1CC2(C(O1)CCO2)C(C(=O)OCC)=C (ethyl 2-(2-phenyl-tetrahydrofuro[3,2-b]furan-3a-yl)acrylate). As a reaction SMILES: [C:1]1([CH:7]2O[CH:10]([CH2:12][CH2:13][OH:14])[C:9](=[C:15]=[CH2:16])[CH2:8]2)[CH:6]=[CH:5][CH:4]=[CH:3][CH:2]=1.[OH2:17].[C:18]([O:21][CH2:22][CH3:23])(=[O:20])C>CO.Cl[Pd]Cl>[C:1]1([CH:7]2[O:17][CH:10]3[CH2:12][CH2:13][O:14][C:9]3([C:15](=[CH2:16])[C:18]([O:21][CH2:22][CH3:23])=[O:20])[CH2:8]2)[CH:6]=[CH:5][CH:4]=[CH:3][CH:2]=1. Procedure: 2-(5-phenyl-3-vinylidene-tetrahydrofuran-2-yl)ethanol (39 mg, 0.18 mmol) was dissolved in 2 mL of methanol, and then was filled with CO gas (1 atm), followed by addition of PdCl2 (2.4 mg, 0.014 mmol) and CuCl2 (73 mg, 0.54 mmol). The solution was stirred for 4 hours at room temperature. When the reaction was completed, H2O was added and the solution was stirred for 5 minutes. The mixture was diluted with ethyl acetate, washed with H2O and NaCl. Organic layer was separated and dried with anhydrid... Reactants: IC1=NN(C2=CC=C(C=C12)N(C(=O)OC(C)(C)C)S(=O)(=O)C1=C(C=CC=C1)S(=O)(=O)C)C(=O)OC(C)(C)C (tert-butyl 3-iodo-5-(N-tert-butoxycarbonyl-2-methylsulfonylbenzenesulfonylamino)indazole-1-carboxylate), solid, tetrakis(triphenylphosphine)palladium[0], S1C=C(C=C1)B(O)O (3-thiopheneboronic acid), C(O)([O-])=O.[Na+] (sodium hydrogencarbonate). Run in CN(C=O)C (dimethylformamide). The product is CS(=O)(=O)C1=C(C=CC=C1)S(=O)(=O)NC=1C=C2C(=NNC2=CC1)C1=CSC=C1 (2-methylsulfonyl-N-(3-thiophen-3-yl-1H-indazol-5-yl)benzenesulfonamide). Isolated yield 16.9%. RXN SMILES: I[C:2]1[C:10]2[C:5](=[CH:6][CH:7]=[C:8]([N:11]([S:19]([C:22]3[CH:27]=[CH:26][CH:25]=[CH:24][C:23]=3[S:28]([CH3:31])(=[O:30])=[O:29])(=[O:21])=[O:20])C(OC(C)(C)C)=O)[CH:9]=2)[N:4](C(OC(C)(C)C)=O)[N:3]=1.[S:39]1[CH:43]=[CH:42][C:41](B(O)O)=[CH:40]1.C(=O)([O-])O.[Na+]>CN(C)C=O>[CH3:31][S:28]([C:23]1[CH:24]=[CH:25][CH:26]=[CH:27][C:22]=1[S:19]([NH:11][C:8]1[CH:9]=[C:10]2[C:5](=[CH:6][CH:7]=1)[NH:4][N:3]=[C:2]2[C:41]1[CH:42]=[CH:43][S:39][CH:40]=1)(=[O:21])=[O:20])(=[O:30])=[O:29] |f:2.3|. Procedure: 2-Methylsulfonyl-N-(3-thiophen-3-yl-1H-indazol-5-yl)benzenesulfonamide can be obtained as described in Example 47 from 1 g of tert-butyl 3-iodo-5-(N-tert-butoxycarbonyl-2-methylsulfonylbenzenesulfonylamino)indazole-1-carboxylate, 376 mg of 3-thiopheneboronic acid, 40 ml of dimethylformamide, 3.2 ml of a saturated aqueous sodium hydrogencarbonate solution and 42.7 mg of tetrakis(triphenylphosphine)palladium[0]. 108 mg of 2-methylsulfonyl-N-(3-thiophen-3-yl-1H-indazol-5-yl)benzenesulfonamide are t... The reactants are COc1cc2c(Oc3cc4ccccc4nc3C(C)=O)ccnc2cc1OCc1ccccc1, CS(=O)(=O)O, O=C(O)C(F)(F)F. The product is COc1cc2c(Oc3cc4ccccc4nc3C(C)=O)ccnc2cc1O. As a reaction SMILES: [CH2:1]([c:2]1[cH:3][cH:4][cH:5][cH:6][cH:7]1)[O:8][c:9]1[c:10]([O:33][CH3:34])[cH:11][c:12]2[c:13]([O:19][c:20]3[c:21]([C:30]([CH3:31])=[O:32])[n:22][c:23]4[cH:24][cH:25][cH:26][cH:27][c:28]4[cH:29]3)[cH:14][cH:15][n:16][c:17]2[cH:18]1.[CH3:35][S:36](=[O:37])(=[O:38])[OH:39].[OH:40][C:41]([C:42]([F:43])([F:44])[F:45])=[O:46]>>[OH:8][c:9]1[c:10]([O:33][CH3:34])[cH:11][c:12]2[c:13]([O:19][c:20]3[c:21]([C:30]([CH3:31])=[O:32])[n:22][c:23]4[cH:24][cH:25][cH:26][cH:27][c:28]4[cH:29]3)[cH:14][cH:15][n:16][c:17]2[cH:18]1.